Dataset: the Open Reaction Database (ORD), a public repository of structured organic reaction records. Task: describe an organic reaction: reactants, conditions, products, and yield Reactants: Cl (hydrogen chloride), CC1=CC(=NC=C1)C=1C=C(C=CC1)NC(=S)N (N-(3-(4-methylpyridin-2-yl)phenyl)thiourea), C(C)(=O)OCC (Ethyl acetate). Run in O1CCOCC1 (1,4-dioxane), ICC (iodoethane), CN(C=O)C (N,N-dimethylformamide). Run at temperature 50 celsius, time 2 hour. The product is Cl.Cl.CC1=CC(=NC=C1)C=1C=C(C=CC1)NC(SCC)=N (N-(3-(4-methylpyridin-2-yl)phenyl)-S-ethylisothiourea dihydrochloride). RXN SMILES: [CH3:1][C:2]1[CH:7]=[CH:6][N:5]=[C:4]([C:8]2[CH:9]=[C:10]([NH:14][C:15]([NH2:17])=[S:16])[CH:11]=[CH:12][CH:13]=2)[CH:3]=1.[ClH:18].[C:19](OCC)(=O)[CH3:20]>CN(C)C=O.O1CCOCC1.ICC>[ClH:18].[ClH:18].[CH3:1][C:2]1[CH:7]=[CH:6][N:5]=[C:4]([C:8]2[CH:9]=[C:10]([NH:14][C:15](=[NH:17])[S:16][CH2:19][CH3:20])[CH:11]=[CH:12][CH:13]=2)[CH:3]=1 |f:6.7.8|. Reported procedure: To a suspension of N-(3-(4-methylpyridin-2-yl)phenyl)thiourea (243 mg) in N,N-dimethylformamide (5 ml) were added a solution of hydrogen chloride in 1,4-dioxane (4N, 0.5 ml) and iodoethane (0.4 ml), and the mixture was stirred at 50° C. for 2 hours. Ethyl acetate (100 ml) was added to the mixture, and the mixture was cooled. The precipitate was collected by filtration and dissolved in water. To the solution was added a saturated aqueous sodium hydrogencarbonate solution, and the mixture was extr...